This data is from the Open Reaction Database (ORD), a public repository of structured organic reaction records. The task is: describe an organic reaction: reactants, conditions, products, and yield Reactants: CC=1C=C(C=CC1O)CCCC=1C=C(C(C(=O)OC)=CC1)C(=O)OC (dimethyl 4-[3-(3-methyl-4-hydroxyphenyl)propyl]phthalate), [H-].[Al+3].[Li+].[H-].[H-].[H-] (lithium aluminum hydride). The product is OCC=1C=C(C=CC1CO)CCCC1=CC(=C(C=C1)O)C (4-[3-(3,4-Bis-hydroxymethyl-phenyl)-propyl]-2-methyl-phenol). As a reaction SMILES: [CH3:1][C:2]1[CH:3]=[C:4]([CH2:9][CH2:10][CH2:11][C:12]2[CH:13]=[C:14]([C:22](OC)=[O:23])[C:15](=[CH:20][CH:21]=2)[C:16](OC)=[O:17])[CH:5]=[CH:6][C:7]=1[OH:8].[H-].[Al+3].[Li+].[H-].[H-].[H-]>>[OH:23][CH2:22][C:14]1[CH:13]=[C:12]([CH2:11][CH2:10][CH2:9][C:4]2[CH:5]=[CH:6][C:7]([OH:8])=[C:2]([CH3:1])[CH:3]=2)[CH:21]=[CH:20][C:15]=1[CH2:16][OH:17] |f:1.2.3.4.5.6|. Procedure: In a manner similar to Example 3a, by reacting 1 g (2.9 mmol) of dimethyl 4-[3-(3-methyl-4-hydroxyphenyl)propyl]phthalate (Example 2e) with 260 mg (7 mmol) of lithium aluminum hydride. A white solid is obtained (m=740 mg, m.p.=92° C., y=89%). Reactants: [H-].[Al+3].[Li+].[H-].[H-].[H-] (lithium aluminum hydride), COC(=O)C1=CC=C(OCC(C)NCC(O)C2=CC(=CC=C2)Cl)C=C1 (2-[2-(4-methoxycarbonylphenoxy)-1-methylethyl]amino-1-(3-chlorophenyl)ethanol), O (water), [OH-].[Na+] (sodium hydroxide), O (water). Solvent: O1CCCC1 (tetrahydrofuran). The product is OCC1=CC=C(OCC(C)NCC(O)C2=CC(=CC=C2)Cl)C=C1 (2-[2-(4-Hydroxymethylphenoxy)-1-methylethyl]amino-1-(3-chlorophenyl)ethanol). The yield is 83.3%. RXN SMILES: [H-].[Al+3].[Li+].[H-].[H-].[H-].C[O:8][C:9]([C:11]1[CH:31]=[CH:30][C:14]([O:15][CH2:16][CH:17]([NH:19][CH2:20][CH:21]([C:23]2[CH:28]=[CH:27][CH:26]=[C:25]([Cl:29])[CH:24]=2)[OH:22])[CH3:18])=[CH:13][CH:12]=1)=O.O.[OH-].[Na+]>O1CCCC1>[OH:8][CH2:9][C:11]1[CH:12]=[CH:13][C:14]([O:15][CH2:16][CH:17]([NH:19][CH2:20][CH:21]([C:23]2[CH:28]=[CH:27][CH:26]=[C:25]([Cl:29])[CH:24]=2)[OH:22])[CH3:18])=[CH:30][CH:31]=1 |f:0.1.2.3.4.5,8.9|. Procedure: 0.83 mg of lithium aluminum hydride was slowly added, with stirring, to a solution of 1.95 g of 2-[2-(4-methoxycarbonylphenoxy)-1-methylethyl]amino-1-(3-chlorophenyl)ethanol (prepared as described in Preparation 1) dissolved in 70 ml of tetrahydrofuran, and the resulting mixture was allowed to react at room temperature for 2 hours. At the end of this time, 0.9 ml of water, 0.9 ml of a 15% w/v aqueous solution of sodium hydroxide and 3 ml of water were added, in that order, to the reaction mixtur... As a reaction SMILES: [C:1](#[N:2])[c:3]1[cH:4][n:5][c:6]2[cH:7][cH:8][c:9]([O:29][CH3:30])[n:10][c:11]2[c:12]1[CH2:13][CH2:14][N:15]1[CH2:16][CH:17]([CH2:21][NH:22][C:23](=[O:24])[C:25]([F:26])([F:27])[F:28])[CH:18]([OH:20])[CH2:19]1.[CH3:31][OH:32]>>[C:1](#[N:2])[c:3]1[cH:4][n:5][c:6]2[cH:7][cH:8][c:9]([O:29][CH3:30])[n:10][c:11]2[c:12]1[CH2:13][CH2:14][N:15]1[CH2:16][CH:17]([CH2:21][NH2:22])[CH:18]([OH:20])[CH2:19]1. Reactants: COc1ccc2ncc(C#N)c(CCN3CC(O)C(CNC(=O)C(F)(F)F)C3)c2n1, CO. The product is COc1ccc2ncc(C#N)c(CCN3CC(O)C(CN)C3)c2n1. The reactants are P(=O)(O)(O)[O-].[K+] (potassium dihydrogen phosphate), O.O.O.O.O.O.O.S(=O)(=O)([O-])[O-].[Mg+2] (magnesium sulfate heptahydrate). Run in O (water), O (water). The product is P(=O)(O)(O)[O-].[K+].O.O.O.O.O.O.O.S(=O)(=O)([O-])[O-].[Mg+2] (Potassium Dihydrogen Phosphate Magnesium Sulfate Heptahydrate). RXN SMILES: [P:1]([O-:5])([OH:4])([OH:3])=[O:2].[K+:6].[OH2:7].O.O.O.O.O.O.[S:14]([O-:18])([O-:17])(=[O:16])=[O:15].[Mg+2:19]>O>[P:1]([O-:5])([OH:4])([OH:3])=[O:2].[K+:6].[OH2:15].[OH2:7].[OH2:2].[OH2:2].[OH2:2].[OH2:2].[OH2:2].[S:14]([O-:18])([O-:17])(=[O:16])=[O:15].[Mg+2:19] |f:0.1,2.3.4.5.6.7.8.9.10,12.13.14.15.16.17.18.19.20.21.22|. Procedure: A one liter stock solution was prepared by dissolving 40.0 grams of potassium dihydrogen phosphate and 18.5 grams of magnesium sulfate heptahydrate in 500 ml of water. The solution was diluted with water to one liter. Starting materials: CC(O)C(NC(=O)OC(C)(C)C)C(=O)O, CC=CCCl, CN(C)c1ccncc1, ClCCl, Cl, [Na+], O=C([O-])O. Product: CC=CC(=O)OC(C)C(NC(=O)OC(C)(C)C)C(=O)O. Reaction SMILES: [C:1](=[O:2])([O:3][C:4]([CH3:5])([CH3:6])[CH3:7])[NH:8][CH:9]([CH:10]([OH:11])[CH3:12])[C:13](=[O:14])[OH:15].[CH2:16]([CH:17]=[CH:18][CH3:19])[Cl:20].[CH3:30][N:31]([c:32]1[cH:33][cH:34][n:35][cH:36][cH:37]1)[CH3:38].[Cl:27][CH2:28][Cl:29].[ClH:26].[Na+:25].[O-:21][C:22]([OH:23])=[O:24]>>[C:1](=[O:2])([O:3][C:4]([CH3:5])([CH3:6])[CH3:7])[NH:8][CH:9]([CH:10]([O:11][C:16]([CH:17]=[CH:18][CH3:19])=[O:21])[CH3:12])[C:13](=[O:14])[OH:15]. The product is CC(C)CNc1c(C#N)c(-c2ccc(Cl)cc2Cl)cn2c(N3CCOCC3)cnc12. As a reaction SMILES: [CH2:27]([CH:28]([CH3:29])[CH3:30])[NH2:31].[Cl:1][c:2]1[c:3]2[n:4]([cH:5][c:6](-[c:10]3[c:11]([Cl:17])[cH:12][c:13]([Cl:16])[cH:14][cH:15]3)[c:7]1[C:8]#[N:9])[c:18]([N:21]1[CH2:22][CH2:23][O:24][CH2:25][CH2:26]1)[cH:19][n:20]2.[O:32]1[CH2:33][CH2:34][O:35][CH2:36][CH2:37]1>>[c:2]1([NH:31][CH2:27][CH:28]([CH3:29])[CH3:30])[c:3]2[n:4]([cH:5][c:6](-[c:10]3[c:11]([Cl:17])[cH:12][c:13]([Cl:16])[cH:14][cH:15]3)[c:7]1[C:8]#[N:9])[c:18]([N:21]1[CH2:22][CH2:23][O:24][CH2:25][CH2:26]1)[cH:19][n:20]2. The reactants are CC(C)CN, N#Cc1c(-c2ccc(Cl)cc2Cl)cn2c(N3CCOCC3)cnc2c1Cl, C1COCCO1. The reactants are CC(C)(C)OC(=O)N1CCN(c2ccc(Cl)cc2C#N)CC1, ClCCl, O=C(O)C(F)(F)F. The product is N#Cc1cc(Cl)ccc1N1CCNCC1. Reaction SMILES: [C:1]([O:2][C:3](=[O:4])[N:8]1[CH2:9][CH2:10][N:11]([c:14]2[c:15]([C:21]#[N:22])[cH:16][c:17]([Cl:20])[cH:18][cH:19]2)[CH2:12][CH2:13]1)([CH3:5])([CH3:6])[CH3:7].[Cl:30][CH2:31][Cl:32].[OH:23][C:24]([C:25]([F:26])([F:27])[F:28])=[O:29]>>[NH:8]1[CH2:9][CH2:10][N:11]([c:14]2[c:15]([C:21]#[N:22])[cH:16][c:17]([Cl:20])[cH:18][cH:19]2)[CH2:12][CH2:13]1. The reactants are C1CCOC1, CCN(C(C)C)C(C)C, Cc1cccc(-c2[nH]c(C3CCC(N)CC3)nc2-c2ccc3c(c2)OCO3)n1, O=S(=O)(Cl)Cc1ccccc1. Product: Cc1cccc(-c2[nH]c(C3CCC(NS(=O)(=O)Cc4ccccc4)CC3)nc2-c2ccc3c(c2)OCO3)n1. Reaction SMILES: [CH2:49]1[O:50][CH2:51][CH2:52][CH2:53]1.[CH:12]([N:13]([CH:14]([CH3:15])[CH3:16])[CH2:17][CH3:18])([CH3:19])[CH3:20].[O:21]1[CH2:22][O:23][c:24]2[c:25]1[cH:26][cH:27][c:28](-[c:30]1[n:31][c:32]([CH:42]3[CH2:43][CH2:44][CH:45]([NH2:48])[CH2:46][CH2:47]3)[nH:33][c:34]1-[c:35]1[n:36][c:37]([CH3:41])[cH:38][cH:39][cH:40]1)[cH:29]2.[c:1]1([CH2:7][S:8](=[O:9])(=[O:10])[Cl:11])[cH:2][cH:3][cH:4][cH:5][cH:6]1>>[c:1]1([CH2:7][S:8](=[O:9])(=[O:10])[NH:48][CH:45]2[CH2:44][CH2:43][CH:42]([c:32]3[n:31][c:30](-[c:28]4[cH:27][cH:26][c:25]5[c:24]([cH:29]4)[O:23][CH2:22][O:21]5)[c:34](-[c:35]4[n:36][c:37]([CH3:41])[cH:38][cH:39][cH:40]4)[nH:33]3)[CH2:47][CH2:46]2)[cH:2][cH:3][cH:4][cH:5][cH:6]1. Starting materials: BrCCCCCCCCCCCC(C#N)(C1=CC(=C(C=C1)OC)OC)SC1=CC=C(C=C1)C (α-(11-bromoundecyl)-3,4-dimethoxy-α-[(4-methylphenyl)thio]benzeneacetonitrile), Cl.COC=1C=C2CCNCC2=CC1OC (6,7-dimethoxy-1,2,3,4-tetrahydroisoquinoline hydrochloride). The product is COC=1C=C(C=CC1OC)C(C#N)(CCCCCCCCCCCN1CC2=CC(=C(C=C2CC1)OC)OC)SC1=CC=C(C=C1)C (α-(3,4-Dimethoxyphenyl)-3,4-dihydro-6,7-dimethoxy α-[(4-methylphenyl)thio]-2(1H)-isoquinoline tridecanenitrile). Isolated yield 57.9%. RXN SMILES: Br[CH2:2][CH2:3][CH2:4][CH2:5][CH2:6][CH2:7][CH2:8][CH2:9][CH2:10][CH2:11][CH2:12][C:13]([S:26][C:27]1[CH:32]=[CH:31][C:30]([CH3:33])=[CH:29][CH:28]=1)([C:16]1[CH:21]=[CH:20][C:19]([O:22][CH3:23])=[C:18]([O:24][CH3:25])[CH:17]=1)[C:14]#[N:15].Cl.[CH3:35][O:36][C:37]1[CH:38]=[C:39]2[C:44](=[CH:45][C:46]=1[O:47][CH3:48])[CH2:43][NH:42][CH2:41][CH2:40]2>>[CH3:25][O:24][C:18]1[CH:17]=[C:16]([C:13]([S:26][C:27]2[CH:32]=[CH:31][C:30]([CH3:33])=[CH:29][CH:28]=2)([CH2:12][CH2:11][CH2:10][CH2:9][CH2:8][CH2:7][CH2:6][CH2:5][CH2:4][CH2:3][CH2:2][N:42]2[CH2:41][CH2:40][C:39]3[C:44](=[CH:45][C:46]([O:47][CH3:48])=[C:37]([O:36][CH3:35])[CH:38]=3)[CH2:43]2)[C:14]#[N:15])[CH:21]=[CH:20][C:19]=1[O:22][CH3:23] |f:1.2|. Procedure: The procedure of Example 3 is repeated using 3.14 g of α-(11-bromoundecyl)-3,4-dimethoxy-α-[(4-methylphenyl)thio]benzeneacetonitrile and 2.03 g of 6,7-dimethoxy-1,2,3,4-tetrahydroisoquinoline hydrochloride. This affords 2.2 g of the desired product as a light yellow oil. Solvent: O (water), O (water). Procedure: 2-Methyl-2-butene (9 g) was added to a solution of 2-ethyl-7-methoxybenzofurancarboxaldehyde (5 g) in 2-methyl-2-propanol (125 ml). A solution of sodium dihydrogen phosphate monohydrate (20.7 g) in water (15 ml) was added, followed by sodium chlorite (11.05 g). The resultant heterogeneous mixture was stirred vigorously for 30 minutes and then diluted with water (125 ml). The mixture was adjusted to pH 4 by the addition of 2M hydrochloric acid. The mixture was extracted with ethyl acetate (3×200 ... As a reaction SMILES: CC(=CC)C.[CH2:6]([C:8]1(C=O)[CH2:12][C:11]2[CH:13]=[CH:14][CH:15]=[C:16]([O:17][CH3:18])[C:10]=2[O:9]1)[CH3:7].[OH2:21].P([O-])(O)(O)=O.[Na+].Cl([O-])=O.[Na+].Cl.C[C:34]([OH:37])(C)C>O>[CH2:6]([C:8]1[O:9][C:10]2[C:11](=[C:13]([C:34]([OH:37])=[O:21])[CH:14]=[CH:15][C:16]=2[O:17][CH3:18])[CH:12]=1)[CH3:7] |f:2.3.4,5.6|. Starting materials: O.P(=O)(O)(O)[O-].[Na+] (sodium dihydrogen phosphate monohydrate), Cl(=O)[O-].[Na+] (sodium chlorite), Cl (hydrochloric acid), CC(C)=CC (2-Methyl-2-butene), C(C)C1(OC2=C(C1)C=CC=C2OC)C=O (2-ethyl-7-methoxybenzofurancarboxaldehyde), CC(C)(C)O (2-methyl-2-propanol). Run at temperature 10 celsius, time 30 minute. Product: C(C)C=1OC=2C(C1)=C(C=CC2OC)C(=O)O (2-Ethyl-7-methoxybenzofuran-4-carboxylic acid).